This data is from the Open Reaction Database (ORD), a public repository of structured organic reaction records. The task is: describe an organic reaction: reactants, conditions, products, and yield Starting materials: C(C)C1=CC(=C(/C=C/C(=O)OC)C=C1)NS(=O)(=O)C1=CC=C(C=C1)C (methyl trans-4-ethyl-2-(p-toluenesulfonylamino)cinnamate), ClC1=CC=C2C(=C(NC2=C1)C(=O)C1=NC=CC(=C1)C)CC(=O)O ([6-Chloro-2-(4-methylpyridine-2-Carbonyl)-1H-indol-3-yl]acetic Acid). The product is COC(CC1=C(NC2=CC(=CC=C12)CC)C(=O)C1=NC=CC(=C1)C)=O (Methyl[6-ethyl-2-(4-Methylpyridine-2-carbonyl)-1H-indol-3-yl]acetate). RXN SMILES: [CH2:1]([C:3]1[CH:14]=[CH:13][C:6](/[CH:7]=[CH:8]/[C:9]([O:11][CH3:12])=[O:10])=[C:5]([NH:15]S(C2C=CC(C)=CC=2)(=O)=O)[CH:4]=1)[CH3:2].ClC1C=C2C(C(CC(O)=O)=[C:32]([C:36]([C:38]3[CH:43]=[C:42]([CH3:44])[CH:41]=[CH:40][N:39]=3)=[O:37])N2)=CC=1>>[CH3:12][O:11][C:9](=[O:10])[CH2:8][C:7]1[C:6]2[C:5](=[CH:4][C:3]([CH2:1][CH3:2])=[CH:14][CH:13]=2)[NH:15][C:32]=1[C:36]([C:38]1[CH:43]=[C:42]([CH3:44])[CH:41]=[CH:40][N:39]=1)=[O:37]. Procedure details: The title compound was prepared according to the procedure described in Example 57 from methyl trans-4-ethyl-2-(p-toluenesulfonylamino)cinnamate (step 5) and 2-bromoacetyl-4-methylpyridine hydrobromide (Preparation is described in step 2 of Example 31). The reactants are ClC=1C=C(C=CC1Cl)NC(C1=C(C(=CC(=C1)C(F)(F)F)[N+](=O)[O-])Cl)=O (N-(3,4-dichlorophenyl)-2-chloro-3-nitro-5-trifluoromethylbenzamide), N1CCCCC1 (piperidine), O (water). The solvent is C(C)OCC (ethyl ether), O1CCOCC1 (dioxane), CCCCCC (hexane). Run at temperature 25 celsius, time 18 hour. Yields the product ClC=1C=C(C=CC1Cl)NC(C1=C(C(=CC(=C1)C(F)(F)F)[N+](=O)[O-])N1CCCCC1)=O (N-(3,4-dichlorophenyl)-3-nitro-2-piperid-1-yl-5-trifluoromethylbenzamide). RXN SMILES: [Cl:1][C:2]1[CH:3]=[C:4]([NH:9][C:10](=[O:25])[C:11]2[CH:16]=[C:15]([C:17]([F:20])([F:19])[F:18])[CH:14]=[C:13]([N+:21]([O-:23])=[O:22])[C:12]=2Cl)[CH:5]=[CH:6][C:7]=1[Cl:8].[NH:26]1[CH2:31][CH2:30][CH2:29][CH2:28][CH2:27]1.O>O1CCOCC1.C(OCC)C.CCCCCC>[Cl:1][C:2]1[CH:3]=[C:4]([NH:9][C:10](=[O:25])[C:11]2[CH:16]=[C:15]([C:17]([F:20])([F:19])[F:18])[CH:14]=[C:13]([N+:21]([O-:23])=[O:22])[C:12]=2[N:26]2[CH2:31][CH2:30][CH2:29][CH2:28][CH2:27]2)[CH:5]=[CH:6][C:7]=1[Cl:8]. Procedure details: To a solution of N-(3,4-dichlorophenyl)-2-chloro-3-nitro-5-trifluoromethylbenzamide (0.76 g; 1 eq.) in dioxane (12 ml) is added piperidine (0.4 ml; 2.2 eq.). After stirring for 18 hours at 25° C., 10 ml of water are added and the product is extracted with ethyl acetate. The organic phase is dried and concentrated. The orange oil obtained is dissolved in 2 ml of ethyl ether and 120 ml of hexane. After 3 days at 0° C., the solid is filtered off by suction and dried. 540 mg of N-(3,4-dichlorophenyl... Reactants: NC1=CC=C2C(C(NC(C2=C1)=O)=O)(C)C (7-amino-4,4-dimethylisoquinoline-1,3-dione), CN=C=O (methyl isocyanate). The solvent is C(Cl)Cl (methylene chloride). Conditions: temperature 25 celsius, time 2 hour. Yields the product CNC(=O)NC1=CC=C2C(C(NC(C2=C1)=O)=O)(C)C (N-Methyl-N'-(4,4-dimethyl-1,2,3,4-tetrahydro-1,3-dioxo-7-isoquinolinyl)-urea). RXN SMILES: [NH2:1][C:2]1[CH:11]=[C:10]2[C:5]([C:6]([CH3:15])([CH3:14])[C:7](=[O:13])[NH:8][C:9]2=[O:12])=[CH:4][CH:3]=1.[CH3:16][N:17]=[C:18]=[O:19]>C(Cl)Cl>[CH3:16][NH:17][C:18]([NH:1][C:2]1[CH:11]=[C:10]2[C:5]([C:6]([CH3:15])([CH3:14])[C:7](=[O:13])[NH:8][C:9]2=[O:12])=[CH:4][CH:3]=1)=[O:19]. Procedure: 3 g. (14.7 mMole) 7-amino-4,4-dimethylisoquinoline-1,3-dione were dissolved in 100 ml. methylene chloride, mixed with 5 ml. methyl isocyanate, while cooling, and then further stirred for 2 hours at 25° C. Subsequently, the reaction mixture was evaporated, cooled, filtered off with suction and recrystallised from methanol. Yield: 3.7 g. (96.4% of theory); m.p. 257°-258° C. Reactants: CO (methanol), C(C)(C)O (isopropyl alcohol), [OH-].[K+] (potassium hydroxide), C(F)(F)(C(F)(F)C(F)(F)C(F)(F)C(F)(F)C(F)(F)F)I (C6F13I). The reagents and catalysts are [Cr].[Co] (Hastelloy C). Run in O (water). Conditions: time 2 hour. Yields the product C(F)(F)C(F)(F)C(F)(F)C(F)(F)C(F)(F)C(F)(F)F (C6F13H). Yield: 93.0%. As a reaction SMILES: CO.C(O)(C)C.[OH-].[K+].[C:9](I)([C:12]([C:15]([C:18]([C:21]([C:24]([F:27])([F:26])[F:25])([F:23])[F:22])([F:20])[F:19])([F:17])[F:16])([F:14])[F:13])([F:11])[F:10]>[Cr].[Co].O>[CH:9]([C:12]([C:15]([C:18]([C:21]([C:24]([F:25])([F:26])[F:27])([F:22])[F:23])([F:19])[F:20])([F:17])[F:16])([F:14])[F:13])([F:11])[F:10] |f:2.3,5.6|. Reported procedure: Into a 20 l Hastelloy C autoclave equipped with a stirrer, a reflux condenser and a thermometer, 5130 g of methanol and 60 g of isopropyl alcohol and 1485 g (22.5 mols) of 85% potassium hydroxide were charged. The reactor was heated to bring the internal temperature to 50° C. Then, 4460 g (10 mols) of C6F13I was fed thereto over a period of two hours. While maintaining the internal temperature of the reactor at a level of from 50° to 55° C. stirring was continued for 10 hours. The conversion was...